From a dataset of the Open Reaction Database (ORD), a public repository of structured organic reaction records. describe an organic reaction: reactants, conditions, products, and yield Starting materials: O=c1[nH]c(C(F)(F)F)nc2ccccc12, CN(C)C=O, O=P(Cl)(Cl)Cl. Product: FC(F)(F)c1nc(Cl)c2ccccc2n1. As a reaction SMILES: [F:1][C:2]([c:3]1[n:4][c:5]2[cH:6][cH:7][cH:8][cH:9][c:10]2[c:11](=[O:13])[nH:12]1)([F:14])[F:15].[O:21]=[CH:22][N:23]([CH3:24])[CH3:25].[P:16]([Cl:17])([Cl:18])([Cl:19])=[O:20]>>[F:1][C:2]([c:3]1[n:4][c:5]2[cH:6][cH:7][cH:8][cH:9][c:10]2[c:11]([Cl:18])[n:12]1)([F:14])[F:15]. Reactants: CCCCCCCCCC(C)(C)c1cc(C(=O)O)ccc1OC, ClCCl, O=C(O)c1ccc(S)cc1, c1ccncc1. The product is CCCCCCCCCC(C)(C)c1cc(C(=O)Sc2ccc(C(=O)O)cc2)ccc1OC. RXN SMILES: [CH3:1][C:2]([CH2:3][CH2:4][CH2:5][CH2:6][CH2:7][CH2:8][CH2:9][CH2:10][CH3:11])([CH3:12])[c:13]1[cH:14][c:15]([C:16](=[O:17])[OH:18])[cH:19][cH:20][c:21]1[O:22][CH3:23].[Cl:40][CH2:41][Cl:42].[SH:24][c:25]1[cH:26][cH:27][c:28]([C:29](=[O:30])[OH:31])[cH:32][cH:33]1.[cH:34]1[cH:35][cH:36][n:37][cH:38][cH:39]1>>[CH3:1][C:2]([CH2:3][CH2:4][CH2:5][CH2:6][CH2:7][CH2:8][CH2:9][CH2:10][CH3:11])([CH3:12])[c:13]1[cH:14][c:15]([C:16](=[O:18])[S:24][c:25]2[cH:26][cH:27][c:28]([C:29](=[O:30])[OH:31])[cH:32][cH:33]2)[cH:19][cH:20][c:21]1[O:22][CH3:23].